Task: describe an organic reaction: reactants, conditions, products, and yield. Dataset: the Open Reaction Database (ORD), a public repository of structured organic reaction records Starting materials: CCCCCCCCCCCCCCCC(=O)SCCNC(=O)CCNC(=O)C(O)C(C)(C)COP(=O)(O)OP(=O)(O)OCC1OC(n2cnc3c(N)ncnc32)C(O)C1OP(=O)(O)O, CC(C=CC1=C(C)CCCC1(C)C)=CC=CC(C)=CCO, [Na+], [Na+], [Na+], O=P([O-])([O-])[O-], OC(CS)C(O)CS. Yields the product CC(C=CC=C(C)C=CC1=C(C)CCCC1(C)C)=CC=O. RXN SMILES: [C:17]([S:18][CH2:19][CH2:20][NH:21][C:22](=[O:23])[CH2:24][CH2:25][NH:26][C:27](=[O:28])[CH:29]([OH:30])[C:31]([CH3:32])([CH3:33])[CH2:34][O:35][P:36]([OH:37])(=[O:38])[O:39][P:40]([OH:41])(=[O:42])[O:43][CH2:44][CH:45]1[O:46][CH:47]([n:48]2[c:49]3[n:50][cH:51][n:52][c:53]([NH2:54])[c:55]3[n:56][cH:57]2)[CH:58]([OH:59])[CH:60]1[O:61][P:62]([OH:63])([OH:64])=[O:65])(=[O:66])[CH2:67][CH2:68][CH2:69][CH2:70][CH2:71][CH2:72][CH2:73][CH2:74][CH2:75][CH2:76][CH2:77][CH2:78][CH2:79][CH2:80][CH3:81].[CH3:82][C:83]([CH:84]=[CH:85][CH:86]=[C:87]([CH3:88])[CH:89]=[CH:90][C:91]1=[C:92]([CH3:93])[CH2:94][CH2:95][CH2:96][C:97]1([CH3:98])[CH3:99])=[CH:100][CH2:101][OH:102].[Na+:6].[Na+:7].[Na+:8].[P:1]([O-:2])([O-:3])([O-:4])=[O:5].[SH:9][CH2:10][CH:11]([CH:12]([CH2:13][SH:14])[OH:15])[OH:16]>>[CH3:82][C:83]([CH:84]=[CH:85][CH:86]=[C:87]([CH3:88])[CH:89]=[CH:90][C:91]1=[C:92]([CH3:93])[CH2:94][CH2:95][CH2:96][C:97]1([CH3:98])[CH3:99])=[CH:100][CH:101]=[O:102]. The reactants are C1(=CC=CC=C1)NC1=CC=C(C=C1)NC1=CC=CC=C1 (N,N′-diphenyl-N,N′-p-phenylenediamine), IC=1C=C(C=CC1)C (m-iodotoluene), C(C)(C)(C)O[Na] (t-butoxy sodium), CC1=CCC2CC1C2(C)C (α-pinene). Reagents/catalysts: [Cu]Cl (copper (I) chloride), C1(=CC=CC=C1)C=1C=CC(=NC1C1=CC=CC=C1)C1=NC=CC=C1 (2-(5,6-diphenyl-2-pyridyl)pyridine). Run in O (water), C1(=CC=CC=C1)C (toluene). Yields the product C1(=CC=CC=C1)N(C1=CC=C(C=C1)N(C1=CC(=CC=C1)C)C1=CC=CC=C1)C1=CC(=CC=C1)C (N,N′-Diphenyl-N,N′-di(3-methylphenyl)-1,4-phenylenediamine). The yield is 90.5%. Reaction SMILES: [C:1]1([NH:7][C:8]2[CH:13]=[CH:12][C:11]([NH:14][C:15]3[CH:20]=[CH:19][CH:18]=[CH:17][CH:16]=3)=[CH:10][CH:9]=2)[CH:6]=[CH:5][CH:4]=[CH:3][CH:2]=1.I[C:22]1[CH:23]=[C:24]([CH3:28])[CH:25]=[CH:26][CH:27]=1.C(O[Na])(C)(C)C.[CH3:35][C:36]1[CH:41]2C(C)(C)[CH:39]([CH2:40]2)[CH2:38][CH:37]=1>[Cu]Cl.C1(C2C=CC(C3C=CC=CN=3)=NC=2C2C=CC=CC=2)C=CC=CC=1.O.C1(C)C=CC=CC=1>[C:15]1([N:14]([C:38]2[CH:39]=[CH:40][CH:41]=[C:36]([CH3:35])[CH:37]=2)[C:11]2[CH:12]=[CH:13][C:8]([N:7]([C:1]3[CH:6]=[CH:5][CH:4]=[CH:3][CH:2]=3)[C:22]3[CH:27]=[CH:26][CH:25]=[C:24]([CH3:28])[CH:23]=3)=[CH:9][CH:10]=2)[CH:20]=[CH:19][CH:18]=[CH:17][CH:16]=1. Procedure details: A mixture of 31.2 g (0.12 mole) of N,N′-diphenyl-N,N′-p-phenylenediamine, 54.5 g (0.25 mole) of m-iodotoluene, 32.6 g (0.34 mole) of t-butoxy sodium, 59.0 mg (0.6 mmole) of copper (I) chloride, 185 mg (0.6 mmole) of 2-(5,6-diphenyl-2-pyridyl)pyridine (A-8) and 87.6 ml of α-pinene was reacted at 125 to 130° C. for 5 hours under a nitrogen gas stream. After completion of the reaction, 66 ml of toluene and 66 ml of water were added to separate the reaction mixture. Toluene was then concentrated und... Starting materials: C(C1=CC=CC=C1)N(CC1=CC=CC=C1)C[C@@H](COC1=C(C(=CC=C1)[N+](=O)[O-])N)O ((S)-[3-(N,N-Dibenzylamino)-2-hydroxypropoxy]-2-amino-3-nitrobenzene), C([O-])(O)=O.[Na+] (sodium bicarbonate), S(=O)([O-])S(=O)[O-].[Na+].[Na+] (sodium hydrosulfite). Run in C(C)O.O (ethanol water). Reaction conditions: time 1 hour. Product: C(C1=CC=CC=C1)N(CC1=CC=CC=C1)C[C@@H](COC1=C(C(=CC=C1)N)N)O ((S)-[3-(N,N-Dibenzylamino)-2-hydroxypropoxy]-2,3-diaminobenzene). Isolated yield 89.7%. Reaction SMILES: [CH2:1]([N:8]([CH2:16][C@H:17]([OH:30])[CH2:18][O:19][C:20]1[CH:25]=[CH:24][CH:23]=[C:22]([N+:26]([O-])=O)[C:21]=1[NH2:29])[CH2:9][C:10]1[CH:15]=[CH:14][CH:13]=[CH:12][CH:11]=1)[C:2]1[CH:7]=[CH:6][CH:5]=[CH:4][CH:3]=1.C(=O)(O)[O-].[Na+].S(S([O-])=O)([O-])=O.[Na+].[Na+]>C(O)C.O>[CH2:1]([N:8]([CH2:16][C@H:17]([OH:30])[CH2:18][O:19][C:20]1[CH:25]=[CH:24][CH:23]=[C:22]([NH2:26])[C:21]=1[NH2:29])[CH2:9][C:10]1[CH:15]=[CH:14][CH:13]=[CH:12][CH:11]=1)[C:2]1[CH:7]=[CH:6][CH:5]=[CH:4][CH:3]=1 |f:1.2,3.4.5,6.7|. Procedure: (S)-[3-(N,N-Dibenzylamino)-2-hydroxypropoxy]-2-amino-3-nitrobenzene (10.6 g, 26.0 mmol) was suspended in 1 L of 2:1 ethanol/water at ambient temperature and treated with excesses of sodium bicarbonate (26.22 g, 0.31 mol) and sodium hydrosulfite (54.34 g, 0.31 mol). The orange reaction mixture slowly became colorless over 1 hour, and the mixture was left to stir at ambient temperature for 16 hours. The suspension was filtered, and the filtrate concentrated in vacuo to a leave a white solid. This ... Starting materials: COc1ccc2c(OC3CC4C(=O)NC5(C(=O)O)CC5C=CCCCCCCC(=O)N4C3)cc(-c3nccs3)nc2c1Br, COc1ccc2c(OC3CC4C(=O)NC5(C(=O)NS(=O)(=O)C6CC6)CC5C=CCCCCCCC(=O)N4C3)cc(-c3nc(C(C)C)cs3)nc2c1. The product is COc1ccc2c(OC3CC4C(=O)NC5(C(=O)NS(=O)(=O)C6CC6)CC5C=CCCCCCCC(=O)N4C3)cc(-c3nccs3)nc2c1Br. As a reaction SMILES: [Br:1][c:2]1[c:3]([O:42][CH3:43])[cH:4][cH:5][c:6]2[c:7]([O:17][CH:18]3[CH2:19][N:20]4[C:21](=[O:41])[CH2:22][CH2:23][CH2:24][CH2:25][CH2:26][CH2:27][CH:28]=[CH:29][CH:30]5[CH2:31][C:32]5([C:38](=[O:39])[OH:40])[NH:33][C:34](=[O:37])[CH:35]4[CH2:36]3)[cH:8][c:9](-[c:12]3[s:13][cH:14][cH:15][n:16]3)[n:10][c:11]12.[CH:44]([c:45]1[n:46][c:47](-[c:48]2[cH:49][c:50]([O:51][CH:52]3[CH2:53][CH:54]4[N:55]([C:56](=[O:57])[CH2:58][CH2:59][CH2:60][CH2:61][CH2:62][CH2:63][CH:64]=[CH:65][CH:66]5[C:67]([C:68](=[O:69])[NH:85][S:86](=[O:87])(=[O:88])[CH:89]6[CH2:90][CH2:91]6)([NH:70][C:71]4=[O:72])[CH2:73]5)[CH2:74]3)[c:75]3[c:76]([cH:77][c:78]([O:79][CH3:80])[cH:81][cH:82]3)[n:83]2)[s:84][cH:92]1)([CH3:93])[CH3:94]>>[Br:1][c:2]1[c:3]([O:42][CH3:43])[cH:4][cH:5][c:6]2[c:7]([O:17][CH:18]3[CH2:19][N:20]4[C:21](=[O:41])[CH2:22][CH2:23][CH2:24][CH2:25][CH2:26][CH2:27][CH:28]=[CH:29][CH:30]5[CH2:31][C:32]5([C:38](=[O:40])[NH:85][S:86](=[O:87])(=[O:88])[CH:89]5[CH2:90][CH2:91]5)[NH:33][C:34](=[O:37])[CH:35]4[CH2:36]3)[cH:8][c:9](-[c:12]3[s:13][cH:14][cH:15][n:16]3)[n:10][c:11]12. Starting materials: NC=1C=C2CN(C(C2=CC1)=O)CCCC (5-amino-2-butylisoindolin-1-one), FC(C1=CC=NC=C1C=O)(F)F (4-(trifluoromethyl)nicotinaldehyde), O (water). The reagents and catalysts are [Cl-].[Cl-].[Zn+2] (ZnCl2). Solvent: CO (MeOH). The product is OC(=O)C(F)(F)F.C(CCC)N1C(C2=CC=C(C=C2C1)NCC=1C=NC=CC1C(F)(F)F)=O (2-butyl-5-((4-(trifluoromethyl)pyridin-3-yl)methylamino)isoindolin-1-one TFA). Isolated yield 19.0%. RXN SMILES: [NH2:1][C:2]1[CH:3]=[C:4]2[C:8](=[CH:9][CH:10]=1)[C:7](=[O:11])[N:6]([CH2:12][CH2:13][CH2:14][CH3:15])[CH2:5]2.[F:16][C:17]([F:27])([F:26])[C:18]1[C:23]([CH:24]=O)=[CH:22][N:21]=[CH:20][CH:19]=1.[OH2:28]>CO.[Cl-].[Cl-].[Zn+2]>[OH:28][C:18]([C:17]([F:27])([F:26])[F:16])=[O:11].[CH2:12]([N:6]1[CH2:5][C:4]2[C:8](=[CH:9][CH:10]=[C:2]([NH:1][CH2:24][C:23]3[CH:22]=[N:21][CH:20]=[CH:19][C:18]=3[C:17]([F:27])([F:16])[F:26])[CH:3]=2)[C:7]1=[O:11])[CH2:13][CH2:14][CH3:15] |f:4.5.6,7.8|. Procedure: 5-amino-2-butylisoindolin-1-one (35.0 mg, 0.17 mmol), ZnCl2 (14.0 mg, 0.10 mmol) and NaCNBH4 (12.9 mg, 0.21 mmol) were consecutively added to a solution of 4-(trifluoromethyl)nicotinaldehyde (30.0 mg, 0.17 mmol) in MeOH (4 mL). After stirring overnight at room temperature excess water was added. The reaction mixture was extracted with EtOAc, the combined org. layers were washed with water, dried (MgSO4) and the solvent was removed in vacuo. Purification by HPLC provided 2-butyl-5-((4-(trifluorom... Starting materials: Cc1ccc(-c2c(CNC(=O)OC(C)(C)C)c(CC(C)C)nc3ccc(-c4nc(C(=O)O)cs4)cc23)cc1, CC(C)O, C1CCOC1. The product is Cc1ccc(-c2c(CNC(=O)OC(C)(C)C)c(CC(C)C)nc3ccc(-c4nc(C(=O)OC(C)C)cs4)cc23)cc1. RXN SMILES: [C:1]([CH3:2])([CH3:3])([CH3:4])[O:5][C:6](=[O:7])[NH:8][CH2:9][c:10]1[c:11]([CH2:35][CH:36]([CH3:37])[CH3:38])[n:12][c:13]2[cH:14][cH:15][c:16](-[c:27]3[s:28][cH:29][c:30]([C:32](=[O:33])[OH:34])[n:31]3)[cH:17][c:18]2[c:19]1-[c:20]1[cH:21][cH:22][c:23]([CH3:26])[cH:24][cH:25]1.[CH:39]([CH3:40])([CH3:41])[OH:42].[O:43]1[CH2:44][CH2:45][CH2:46][CH2:47]1>>[C:1]([CH3:2])([CH3:3])([CH3:4])[O:5][C:6](=[O:7])[NH:8][CH2:9][c:10]1[c:11]([CH2:35][CH:36]([CH3:37])[CH3:38])[n:12][c:13]2[cH:14][cH:15][c:16](-[c:27]3[s:28][cH:29][c:30]([C:32](=[O:33])[O:34][CH:39]([CH3:40])[CH3:41])[n:31]3)[cH:17][c:18]2[c:19]1-[c:20]1[cH:21][cH:22][c:23]([CH3:26])[cH:24][cH:25]1.